Dataset: the Open Reaction Database (ORD), a public repository of structured organic reaction records. Task: describe an organic reaction: reactants, conditions, products, and yield The reactants are COC=Cc1ccc2c(n1)COC2=O, CO, O=S(=O)(O)O. The product is COC(Cc1ccc2c(n1)COC2=O)OC. As a reaction SMILES: [CH3:1][O:2][CH:3]=[CH:4][c:5]1[cH:6][cH:7][c:8]2[c:9]([n:10]1)[CH2:11][O:12][C:13]2=[O:14].[CH3:20][OH:21].[S:15](=[O:16])(=[O:17])([OH:18])[OH:19]>>[CH3:1][O:2][CH:3]([CH2:4][c:5]1[cH:6][cH:7][c:8]2[c:9]([n:10]1)[CH2:11][O:12][C:13]2=[O:14])[O:21][CH3:20]. Reactants: FC1=CC=C(C=C1)[C@@H]1CC[C@@H](N1S(=O)(=O)C1=CC=C(C=C1)C)CCC(=O)NN ((2R,5S)-3-[5-(4-fluoro-phenyl)-1-(toluene-4-sulfonyl)-pyrrolidin-2-yl]-propionic acid hydrazide), C(Cl)(Cl)Cl (chloroform). Yields the product FC1=CC=C(C=C1)[C@@H]1CC[C@@H](N1S(=O)(=O)C1=CC=C(C=C1)C)CCC=1OC=NN1 ((2R,5S)-2-{2-[5-(4-Fluoro-phenyl)-1-(toluene-4-sulfonyl)-pyrrolidin-2-yl]-ethyl}-[1,3,4]oxadiazole). Reaction SMILES: [F:1][C:2]1[CH:7]=[CH:6][C:5]([C@H:8]2[N:12]([S:13]([C:16]3[CH:21]=[CH:20][C:19]([CH3:22])=[CH:18][CH:17]=3)(=[O:15])=[O:14])[C@@H:11]([CH2:23][CH2:24][C:25]([NH:27][NH2:28])=[O:26])[CH2:10][CH2:9]2)=[CH:4][CH:3]=1.[CH:29](Cl)(Cl)Cl>>[F:1][C:2]1[CH:7]=[CH:6][C:5]([C@H:8]2[N:12]([S:13]([C:16]3[CH:21]=[CH:20][C:19]([CH3:22])=[CH:18][CH:17]=3)(=[O:14])=[O:15])[C@@H:11]([CH2:23][CH2:24][C:25]3[O:26][CH:29]=[N:28][N:27]=3)[CH2:10][CH2:9]2)=[CH:4][CH:3]=1. Reported procedure: The title compound, light yellow oil, MS: m/e=416.1 (M+H+) and [α]D20=−80.1° (c=0.2211 in chloroform), was prepared in accordance with the general method of example 127 from (2R,5S)-3-[5-(4-fluoro-phenyl)-1-(toluene-4-sulfonyl)-pyrrolidin-2-yl]-propionic acid hydrazide and triethyl orthoformiate. Starting materials: CSC1=NC=CC(=N1)C(CC(=O)O)C(C1=CC(=CC=C1)C(F)(F)F)=O (3-(2-Methylsulfanylpyrimidin-4-yl)-4-oxo-4-(3-trifluoromethylphenyl)butyric Acid), C(C)(=O)OCC (Ethyl acetate), C(C)O (ethanol), NN (Hydrazine). The solvent is CCOCC (ether). Yields the product CSC1=NC=CC(=N1)C1CC(NN=C1C1=CC(=CC=C1)C(F)(F)F)=O (5-(2-Methylsulfanylpyrimidin-4-yl)-6-(3-trifluoromethylphenyl)-4,5-dihydro-2H-pyridazin-3-one). As a reaction SMILES: [CH3:1][S:2][C:3]1[N:8]=[C:7]([CH:9]([C:14](=O)[C:15]2[CH:20]=[CH:19][CH:18]=[C:17]([C:21]([F:24])([F:23])[F:22])[CH:16]=2)[CH2:10][C:11](O)=[O:12])[CH:6]=[CH:5][N:4]=1.C(O)C.[NH2:29][NH2:30].C(OCC)(=O)C>CCOCC>[CH3:1][S:2][C:3]1[N:8]=[C:7]([CH:9]2[C:14]([C:15]3[CH:20]=[CH:19][CH:18]=[C:17]([C:21]([F:24])([F:23])[F:22])[CH:16]=3)=[N:30][NH:29][C:11](=[O:12])[CH2:10]2)[CH:6]=[CH:5][N:4]=1. Procedure: Compound 5 (6.58 g, 17.8 mmol), and ethanol (200 mL) were combined under argon. Hydrazine (835 μL, 26.6 mmol) was added and the resulting solution was heated at reflux for 4 h. The solution was cooled and rotary evaporated. Ethyl acetate was added followed by the addition of ether. The solution was again rotary evaporated to afford a foam (6) which was used as is for the synthesis of 7. Reactants: COC=1C=C2C(=CCC2=CC1OC)C1=CC=C(C=C1)OC (5,6-dimethoxy-3-(4-methoxyphenyl)indene), [H][H] (hydrogen). Reagents/catalysts: [Pd] (palladium on carbon). Run in C(C)O (ethanol). Product: COC=1C=C2CCC(C2=CC1OC)C1=CC=C(C=C1)OC (5,6-Dimethoxy-1-(4-methoxyphenyl)indane). RXN SMILES: [CH3:1][O:2][C:3]1[CH:4]=[C:5]2[C:9](=[CH:10][C:11]=1[O:12][CH3:13])[CH2:8][CH:7]=[C:6]2[C:14]1[CH:19]=[CH:18][C:17]([O:20][CH3:21])=[CH:16][CH:15]=1.[H][H]>C(O)C.[Pd]>[CH3:13][O:12][C:11]1[CH:10]=[C:9]2[C:5](=[CH:4][C:3]=1[O:2][CH3:1])[CH:6]([C:14]1[CH:15]=[CH:16][C:17]([O:20][CH3:21])=[CH:18][CH:19]=1)[CH2:7][CH2:8]2. Procedure details: A solution of 5,6-dimethoxy-3-(4-methoxyphenyl)indene (1.5 g, 5.32 mmol) in 60 ml of ethanol is hydrogenated in an autoclave in the presence of palladium on carbon (10%, 25 mg) under 5 bars of hydrogen for 1.5 h. After filtration of the catalyst, the evaporation of the solvent gives an oil which gradually solidifies (1.5 g, 100%). Reactants: C(O)([O-])=O.[Na+] (sodium hydrogencarbonate), C(C1=CC=CC=C1)N(C)CC1=C(SC=2N(C=C(C(C21)=O)C(C(C)C)=O)CC2=C(C=CC=C2F)F)C2=CC=C(C=C2)[N+](=O)[O-] (3-(N-Benzyl-N-methylaminomethyl)-7-(2,6-difluorobenzyl)-4,7-dihydro-5-isobutyryl-2-(4-nitrophenyl)-4-oxothieno[2,3-b]pyridine), C(C)O (ethanol), Cl (hydrochloric acid). The reagents and catalysts are [Fe] (iron). The solvent is O (water), O (water), C(C)(=O)OCC (ethyl acetate). Run at time 2 hour. Yields the product NC1=CC=C(C=C1)C1=C(C2=C(N(C=C(C2=O)C(C(C)C)=O)CC2=C(C=CC=C2F)F)S1)CN(C)CC1=CC=CC=C1 (2-(4-aminophenyl)-3-(N-benzyl-N-methylaminomethyl)-7-(2,6-difluorobenzyl)-4,7-dihydro-5-isobutyryl-4-oxothieno[2,3-b]pyridine). The yield is 103.0%. As a reaction SMILES: [CH2:1]([N:8]([CH2:10][C:11]1[C:19]2[C:18](=[O:20])[C:17]([C:21](=[O:25])[CH:22]([CH3:24])[CH3:23])=[CH:16][N:15]([CH2:26][C:27]3[C:32]([F:33])=[CH:31][CH:30]=[CH:29][C:28]=3[F:34])[C:14]=2[S:13][C:12]=1[C:35]1[CH:40]=[CH:39][C:38]([N+:41]([O-])=O)=[CH:37][CH:36]=1)[CH3:9])[C:2]1[CH:7]=[CH:6][CH:5]=[CH:4][CH:3]=1.C(O)C.Cl.C(=O)([O-])O.[Na+]>O.[Fe].C(OCC)(=O)C>[NH2:41][C:38]1[CH:37]=[CH:36][C:35]([C:12]2[S:13][C:14]3[N:15]([CH2:26][C:27]4[C:32]([F:33])=[CH:31][CH:30]=[CH:29][C:28]=4[F:34])[CH:16]=[C:17]([C:21](=[O:25])[CH:22]([CH3:24])[CH3:23])[C:18](=[O:20])[C:19]=3[C:11]=2[CH2:10][N:8]([CH2:1][C:2]2[CH:3]=[CH:4][CH:5]=[CH:6][CH:7]=2)[CH3:9])=[CH:40][CH:39]=1 |f:3.4|. Procedure details: 3-(N-Benzyl-N-methylaminomethyl)-7-(2,6-difluorobenzyl)-4,7-dihydro-5-isobutyryl-2-(4-nitrophenyl)-4-oxothieno[2,3-b]pyridine (33 g), iron powder (12.3 g) and ethanol (132 ml) were mixed and treated dropwise with concentrated hydrochloric acid (55.5 g) diluted with water (19 ml) over a period of 2 hours with cooling on ice, and the reaction mixture was stirred as it was for 2 hours. The reaction mixture was poured into a solution of sodium hydrogencarbonate (55.3 g) in water (450 ml) and the mix... Reactants: [C-]#N.[K+] (KCN), C(C1=CC=CC=C1)(=O)Cl (benzoyl chloride), O.C(Cl)Cl (water methylene chloride), C1=CC=NC=2C=CC3=C(C12)C=CC=C3 (benzo(f)chinolin). Run in C(Cl)Cl (methylene chloride), O (water). Reaction conditions: time 6 hour. Product: C(#N)C1N(C=2C=CC3=C(C2C=C1)C=CC=C3)C(C3=CC=CC=C3)=O (3-cyano-4-benzoyl-3,4-dihydrobenzo(f)chinoline). Reaction SMILES: [C:1](Cl)(=[O:8])[C:2]1[CH:7]=[CH:6][CH:5]=[CH:4][CH:3]=1.O.C(Cl)Cl.[CH:14]1[C:23]2[C:22]3[CH:24]=[CH:25][CH:26]=[CH:27][C:21]=3[CH:20]=[CH:19][C:18]=2[N:17]=[CH:16][CH:15]=1.[C-:28]#[N:29].[K+]>C(Cl)Cl.O>[C:28]([CH:16]1[CH:15]=[CH:14][C:23]2[C:22]3[CH:24]=[CH:25][CH:26]=[CH:27][C:21]=3[CH:20]=[CH:19][C:18]=2[N:17]1[C:1](=[O:8])[C:2]1[CH:7]=[CH:6][CH:5]=[CH:4][CH:3]=1)#[N:29] |f:1.2,4.5|. Procedure details: 648 μl (5.58 mmol) benzoyl chloride was added to a two phase system of water/methylene chloride over a period of two hours. These two layers contain 500 mg (2.79 mmol) of benzo(f)chinolin in the methylene chloride layer and 545 mg (8.37 mmol) KCN in water. Stirring was continued for 6 hours. The organic phase was separated and washed with water, 5% hydrochloric acid, water, 5% NaOH solution, and again with water. After drying over magnesium sulfate, the solution was evaporated to dryness. The reactants are ClC=1C(=NN(C1C)CC(=O)O)C(F)(F)F (2-(4-chloro-5-methyl-3-(trifluoromethyl)-1H-pyrazol-1-yl)acetic acid), FC1=C(C=CC(=C1)F)N1N=CC=2NCCCC21 (1-(2,4-difluorophenyl)-4,5,6,7-tetrahydro-1H-pyrazolo[4,3-b]pyridine). Yields the product ClC=1C(=NN(C1C)CC(=O)N1C2=C(CCC1)N(N=C2)C2=C(C=C(C=C2)F)F)C(F)(F)F (2-[4-chloro-5-methyl-3-(trifluoromethyl)pyrazol-1-yl]-1-[1-(2,4-difluorophenyl)-6,7-dihydro-5H-pyrazolo[4,3-b]pyridin-4-yl]ethanone). Yield: 70.0%. Reaction SMILES: [Cl:1][C:2]1[C:3]([C:12]([F:15])([F:14])[F:13])=[N:4][N:5]([CH2:8][C:9]([OH:11])=O)[C:6]=1[CH3:7].[F:16][C:17]1[CH:22]=[C:21]([F:23])[CH:20]=[CH:19][C:18]=1[N:24]1[C:32]2[CH2:31][CH2:30][CH2:29][NH:28][C:27]=2[CH:26]=[N:25]1>>[Cl:1][C:2]1[C:3]([C:12]([F:15])([F:14])[F:13])=[N:4][N:5]([CH2:8][C:9]([N:28]2[CH2:29][CH2:30][CH2:31][C:32]3[N:24]([C:18]4[CH:19]=[CH:20][C:21]([F:23])=[CH:22][C:17]=4[F:16])[N:25]=[CH:26][C:27]2=3)=[O:11])[C:6]=1[CH3:7]. Procedure: The compound was prepared 2-(4-chloro-5-methyl-3-(trifluoromethyl)-1H-pyrazol-1-yl)acetic acid and 1-(2,4-difluorophenyl)-4,5,6,7-tetrahydro-1H-pyrazolo[4,3-b]pyridine using General Method B. The product mixture was washed with 2×1 M NaHSO4. The organic layer was concentrated and the residue was purified by reverse phase HPLC (C18 column, acetonitrile-H2O with 0.1% TFA as eluent) to provide the title compound as a white foamy solid (47 mg, 70%). 1H NMR (400 MHz, CDCl3, mixture of rotamers) δ 8.3... Starting materials: NC=1SC(=C(N1)C)C (2-amino-4,5-dimethylthiazole), C=C1CC(=O)O1 (diketene). Solvent: C1(=CC=CC=C1)C (toluene). Run at time 2 hour. Yields the product CC=1N=C(SC1C)NC(CC(C)=O)=O (N-(4,5-dimethylthiazol-2-yl)-3-ketobutanamide). The yield is 38.6%. As a reaction SMILES: [NH2:1][C:2]1[S:3][C:4]([CH3:8])=[C:5]([CH3:7])[N:6]=1.[CH2:9]=[C:10]1[O:14][C:12](=[O:13])[CH2:11]1>C1(C)C=CC=CC=1>[CH3:7][C:5]1[N:6]=[C:2]([NH:1][C:12](=[O:13])[CH2:11][C:10](=[O:14])[CH3:9])[S:3][C:4]=1[CH3:8]. Procedure: To a solution of 2-amino-4,5-dimethylthiazole (0.05 mole) in toluene (30 ml), cooled in ice was added diketene (0.05 mole) at such a rate that the temperature did not rise above 20° C. When addition was complete the mixture was stirred at room temperature for 2 hours and evaporated to dryness to give N-(4,5-dimethylthiazol-2-yl)-3-ketobutanamide (4.1 g), Rf (silica; diethylamine/ethyl acetate 1:19) 0.47; m.p. 191°-3° C. The reactants are CC(C)C[AlH]CC(C)C, CCOC(C)=O, Cc1ccccc1, COC(=O)C=Cn1c(C(C)C)nc(-c2ccncc2)c1-c1ccc(F)cc1, O. The product is CC(C)c1nc(-c2ccncc2)c(-c2ccc(F)cc2)n1C=CCO. As a reaction SMILES: [CH3:28][CH:29]([CH2:30][AlH:31][CH2:32][CH:33]([CH3:34])[CH3:35])[CH3:36].[CH3:38][CH2:39][O:40][C:41](=[O:42])[CH3:43].[CH3:44][c:45]1[cH:46][cH:47][cH:48][cH:49][cH:50]1.[F:1][c:2]1[cH:3][cH:4][c:5](-[c:8]2[c:9](-[c:22]3[cH:23][cH:24][n:25][cH:26][cH:27]3)[n:10][c:11]([CH:19]([CH3:20])[CH3:21])[n:12]2[CH:13]=[CH:14][C:15](=[O:16])[O:17][CH3:18])[cH:6][cH:7]1.[OH2:37]>>[F:1][c:2]1[cH:3][cH:4][c:5](-[c:8]2[c:9](-[c:22]3[cH:23][cH:24][n:25][cH:26][cH:27]3)[n:10][c:11]([CH:19]([CH3:20])[CH3:21])[n:12]2[CH:13]=[CH:14][CH2:15][OH:16])[cH:6][cH:7]1.